Dataset: the Open Reaction Database (ORD), a public repository of structured organic reaction records. Task: describe an organic reaction: reactants, conditions, products, and yield Reactants: BrC1=C(C2=CN(N=C2C=C1)C)C1C(C1)CNC(C)=O (N-{[2-(5-bromo-2-methyl-2H-indazol-4-yl)cyclopropyl]methyl}acetamide), CB(O)O (methylboronic acid), C1(CCCCC1)P(C1=C(C=CC=C1)C1=C(C=C(C=C1C(C)C)C(C)C)C(C)C)C1CCCCC1 (dicyclohexyl(2′,4′,6′-triisopropylbiphenyl-2-yl)phosphine), C([O-])([O-])=O.[K+].[K+] (potassium carbonate). The reagents and catalysts are C=1C=CC(=CC1)/C=C/C(=O)/C=C/C2=CC=CC=C2.C=1C=CC(=CC1)/C=C/C(=O)/C=C/C2=CC=CC=C2.C=1C=CC(=CC1)/C=C/C(=O)/C=C/C2=CC=CC=C2.[Pd].[Pd] (tris(dibenzylideneacetone)dipalladium(0)). Run in C(C)(=O)OCC (ethyl acetate), CN(C=O)C (N,N-dimethylformamide). Conditions: temperature 100 celsius, time 2 day. Product: CN1N=C2C=CC(=C(C2=C1)C1C(C1)CNC(C)=O)C (N-{[2-(2,5-dimethyl-2H-indazol-4-yl)cyclopropyl]methyl}acetamide). Isolated yield 33.4%. As a reaction SMILES: Br[C:2]1[CH:10]=[CH:9][C:8]2[C:4](=[CH:5][N:6]([CH3:11])[N:7]=2)[C:3]=1[CH:12]1[CH2:14][CH:13]1[CH2:15][NH:16][C:17](=[O:19])[CH3:18].[CH3:20]B(O)O.C1(P(C2CCCCC2)C2C=CC=CC=2C2C(C(C)C)=CC(C(C)C)=CC=2C(C)C)CCCCC1.C(=O)([O-])[O-].[K+].[K+]>C(OCC)(=O)C.C1C=CC(/C=C/C(/C=C/C2C=CC=CC=2)=O)=CC=1.C1C=CC(/C=C/C(/C=C/C2C=CC=CC=2)=O)=CC=1.C1C=CC(/C=C/C(/C=C/C2C=CC=CC=2)=O)=CC=1.[Pd].[Pd].CN(C)C=O>[CH3:11][N:6]1[CH:5]=[C:4]2[C:8]([CH:9]=[CH:10][C:2]([CH3:20])=[C:3]2[CH:12]2[CH2:14][CH:13]2[CH2:15][NH:16][C:17](=[O:19])[CH3:18])=[N:7]1 |f:3.4.5,7.8.9.10.11|. Reported procedure: N-{[2-(5-Bromo-2-methyl-2H-indazol-4-yl)cyclopropyl]methyl}acetamide (200 mg, 0.621 mmol) obtained in Example 29, methylboronic acid (74.5 mg, 1.241 mmol), dicyclohexyl(2′,4′,6′-triisopropylbiphenyl-2-yl)phosphine (17.8 mg, 0.0372 mmol), potassium carbonate (206 mg, 1.49 mmol) and tris(dibenzylideneacetone)dipalladium(0) (22.7 mg, 0.0248 mmol) were added to N,N-dimethylformamide (3.1 mL), and the mixture was stirred under nitrogen atmosphere at 100° C. for 2 days, then stirred under heating at 1... Starting materials: CCOC(=O)c1cc2c(n1S(=O)(=O)c1ccc(OC)cc1)CN(C(C)=O)CC2, CCO, [Na+], [OH-]. Yields the product COc1ccc(S(=O)(=O)n2c(C(=O)O)cc3c2CN(C(C)=O)CC3)cc1. Reaction SMILES: [C:1]([CH3:2])(=[O:3])[N:4]1[CH2:5][c:6]2[c:7]([cH:10][c:11]([C:24](=[O:25])[O:26][CH2:27][CH3:28])[n:12]2[S:13](=[O:14])(=[O:15])[c:16]2[cH:17][cH:18][c:19]([O:22][CH3:23])[cH:20][cH:21]2)[CH2:8][CH2:9]1.[CH3:31][CH2:32][OH:33].[Na+:30].[OH-:29]>>[C:1]([CH3:2])(=[O:3])[N:4]1[CH2:5][c:6]2[c:7]([cH:10][c:11]([C:24](=[O:25])[OH:26])[n:12]2[S:13](=[O:14])(=[O:15])[c:16]2[cH:17][cH:18][c:19]([O:22][CH3:23])[cH:20][cH:21]2)[CH2:8][CH2:9]1. Reactants: CCC=C(CC)c1nc(C)nc2c1c(C)c(C)n2-c1c(C)cc(C)cc1C, CC=C(CCC)c1nc(C)nc2c1c(C)c(C)n2-c1c(C)cc(C)cc1C, CCOC(C)=O. Yields the product CCCC(CC)c1nc(C)nc2c1c(C)c(C)n2-c1c(C)cc(C)cc1C. RXN SMILES: [CH2:1]([CH3:2])[C:3](=[CH:4][CH2:5][CH3:6])[c:7]1[c:8]2[c:9]([n:10][c:11]([CH3:13])[n:12]1)[n:14](-[c:19]1[c:20]([CH3:27])[cH:21][c:22]([CH3:26])[cH:23][c:24]1[CH3:25])[c:15]([CH3:18])[c:16]2[CH3:17].[CH2:28]([C:29]([c:30]1[c:31]2[c:32]([CH3:33])[c:34]([CH3:35])[n:36](-[c:37]3[c:38]([CH3:39])[cH:40][c:41]([CH3:42])[cH:43][c:44]3[CH3:45])[c:46]2[n:47][c:48]([CH3:49])[n:50]1)=[CH:51][CH3:52])[CH2:53][CH3:54].[CH3:55][CH2:56][O:57][C:58](=[O:59])[CH3:60]>>[CH2:1]([CH3:2])[CH:3]([CH2:4][CH2:5][CH3:6])[c:7]1[c:8]2[c:9]([n:10][c:11]([CH3:13])[n:12]1)[n:14](-[c:19]1[c:20]([CH3:27])[cH:21][c:22]([CH3:26])[cH:23][c:24]1[CH3:25])[c:15]([CH3:18])[c:16]2[CH3:17]. Reaction SMILES: [CH2:41]([N:42]([S:43]([F:44])([F:45])[F:47])[CH2:46][CH3:48])[CH3:49].[Cl:50][CH2:51][Cl:52].[OH:1][CH:2]([CH2:3][CH2:4][CH:5]1[CH2:6][CH2:7][N:8]([c:11]2[n:12][cH:13][c:14]([C:17]([F:18])([F:19])[F:20])[cH:15][cH:16]2)[CH2:9][CH2:10]1)[c:21]1[cH:22][cH:23][c:24](-[c:27]2[o:28][c:29]3[c:30]([n:31]2)[cH:32][c:33]([C:39]#[N:40])[cH:34][c:35]3[CH:36]([CH3:37])[CH3:38])[cH:25][cH:26]1>>[CH:2]([CH2:3][CH2:4][CH:5]1[CH2:6][CH2:7][N:8]([c:11]2[n:12][cH:13][c:14]([C:17]([F:18])([F:19])[F:20])[cH:15][cH:16]2)[CH2:9][CH2:10]1)([c:21]1[cH:22][cH:23][c:24](-[c:27]2[o:28][c:29]3[c:30]([n:31]2)[cH:32][c:33]([C:39]#[N:40])[cH:34][c:35]3[CH:36]([CH3:37])[CH3:38])[cH:25][cH:26]1)[F:47]. The reactants are CCN(CC)S(F)(F)F, ClCCl, CC(C)c1cc(C#N)cc2nc(-c3ccc(C(O)CCC4CCN(c5ccc(C(F)(F)F)cn5)CC4)cc3)oc12. Product: CC(C)c1cc(C#N)cc2nc(-c3ccc(C(F)CCC4CCN(c5ccc(C(F)(F)F)cn5)CC4)cc3)oc12. The reactants are B(F)(F)F.CCOCC (BF3.Et2O), C(C=C)OCC1=C(C=C(C(=C1)Cl)CC1=CC=C(C=C1)CC)C1(O[C@@H]([C@H]([C@@H]([C@H]1O)O)O)CO)OC ((3R,4S,5S,6R)-2-(2-(allyloxymethyl)-4-chloro-5-(4-ethylbenzyl)phenyl)-6-(hydroxymethyl)-2-methoxytetrahydro-2H-pyran-3,4,5-triol), C(Cl)Cl (CH2Cl2), C(C)[SiH](CC)CC (triethylsilane). The solvent is CC#N (CH3CN). Conditions: time 4 hour. Product: C(C=C)OCC1=C(C=C(C(=C1)Cl)CC1=CC=C(C=C1)CC)[C@@H]1O[C@@H]([C@H]([C@@H]([C@H]1O)O)O)CO ((2S,3R,4R,5S,6R)-2-(2-(allyloxymethyl)-4-chloro-5-(4-ethylbenzyl)phenyl)-6-(hydroxymethyl)tetrahydro-2H-pyran-3,4,5-triol). Reaction SMILES: [CH2:1]([O:4][CH2:5][C:6]1[CH:11]=[C:10]([Cl:12])[C:9]([CH2:13][C:14]2[CH:19]=[CH:18][C:17]([CH2:20][CH3:21])=[CH:16][CH:15]=2)=[CH:8][C:7]=1[C:22]1(OC)[C@H:27]([OH:28])[C@@H:26]([OH:29])[C@H:25]([OH:30])[C@@H:24]([CH2:31][OH:32])[O:23]1)[CH:2]=[CH2:3].C(Cl)Cl.C([SiH](CC)CC)C.B(F)(F)F.CCOCC>CC#N>[CH2:1]([O:4][CH2:5][C:6]1[CH:11]=[C:10]([Cl:12])[C:9]([CH2:13][C:14]2[CH:19]=[CH:18][C:17]([CH2:20][CH3:21])=[CH:16][CH:15]=2)=[CH:8][C:7]=1[C@H:22]1[C@H:27]([OH:28])[C@@H:26]([OH:29])[C@H:25]([OH:30])[C@@H:24]([CH2:31][OH:32])[O:23]1)[CH:2]=[CH2:3] |f:3.4|. Procedure: To a cooled solution (−15° C.) of (3R,4S,5S,6R)-2-(2-(allyloxymethyl)-4-chloro-5-(4-ethylbenzyl)phenyl)-6-(hydroxymethyl)-2-methoxytetrahydro-2H-pyran-3,4,5-triol in 1:1 CH2Cl2:CH3CN was added triethylsilane followed by addition of BF3.Et2O at a rate such that the temperature was maintained between −15° C. and −10° C. under argon. The reaction mixture was stirred for 4 h prior to being quenched by satd NaHCO3. It was evaporated and the residue was partitioned between EtOAc and water. The organic... Starting materials: CCO, CC(=O)O, ClC(Cl)Cl, COc1cc(C=O)c([N+](=O)[O-])cc1OC, NCCCN1CCOCC1. The product is COc1cc(C=C2CN(CCCN)CCO2)c([N+](=O)[O-])cc1OC. As a reaction SMILES: [CH3:11][CH2:12][OH:13].[CH3:29][C:30](=[O:31])[OH:32].[CH:33]([Cl:34])([Cl:35])[Cl:36].[N+:14](=[O:15])([O-:16])[c:17]1[cH:18][c:19]([O:27][CH3:28])[c:20]([O:25][CH3:26])[cH:21][c:22]1[CH:23]=[O:24].[NH2:1][CH2:2][CH2:3][CH2:4][N:5]1[CH2:6][CH2:7][O:8][CH2:9][CH2:10]1>>[NH2:1][CH2:2][CH2:3][CH2:4][N:5]1[CH2:6][CH2:7][O:8][C:9](=[CH:23][c:22]2[c:17]([N+:14](=[O:15])[O-:16])[cH:18][c:19]([O:27][CH3:28])[c:20]([O:25][CH3:26])[cH:21]2)[CH2:10]1. Starting materials: CC(C)(C)OC(=O)N1CCC(O)(c2ccc(OC(F)(F)F)cc2)CC1, ClCCl, O. Yields the product CC(C)(C)OC(=O)N1CCC(c2ccc(OC(F)(F)F)cc2)CC1. RXN SMILES: [C:1]([CH3:2])([CH3:3])([CH3:4])[O:5][C:6](=[O:7])[N:8]1[CH2:9][CH2:10][C:11]([c:14]2[cH:15][cH:16][c:17]([O:20][C:21]([F:22])([F:23])[F:24])[cH:18][cH:19]2)([OH:25])[CH2:12][CH2:13]1.[Cl:27][CH2:28][Cl:29].[OH2:26]>>[C:1]([CH3:2])([CH3:3])([CH3:4])[O:5][C:6](=[O:7])[N:8]1[CH2:9][CH2:10][CH:11]([c:14]2[cH:15][cH:16][c:17]([O:20][C:21]([F:22])([F:23])[F:24])[cH:18][cH:19]2)[CH2:12][CH2:13]1. Reactants: C(C1=CC=CC=C1)NC(C1=CC(=NC=C1)N1C(C=C(C=C1)OCC1=CC=CC=C1)=O)=O (N-benzyl-2-(4-(benzyloxy)-2-oxopyridin-1(2H)-yl)isonicotinamide), [H][H] (hydrogen). Reagents/catalysts: [Pd] (palladium on activated carbon). Solvent: CO (methanol). Product: C(C1=CC=CC=C1)NC(=O)C1=CC(=NC=C1)N1C(C=C(C=C1)O)=O (4-hydroxy-2-oxo-2H-[1,2′]bipyridinyl-4′-carboxylic acid benzylamide). Isolated yield 49.4%. RXN SMILES: [CH2:1]([NH:8][C:9](=[O:31])[C:10]1[CH:15]=[CH:14][N:13]=[C:12]([N:16]2[CH:21]=[CH:20][C:19]([O:22]CC3C=CC=CC=3)=[CH:18][C:17]2=[O:30])[CH:11]=1)[C:2]1[CH:7]=[CH:6][CH:5]=[CH:4][CH:3]=1.[H][H]>[Pd].CO>[CH2:1]([NH:8][C:9]([C:10]1[CH:15]=[CH:14][N:13]=[C:12]([N:16]2[CH:21]=[CH:20][C:19]([OH:22])=[CH:18][C:17]2=[O:30])[CH:11]=1)=[O:31])[C:2]1[CH:3]=[CH:4][CH:5]=[CH:6][CH:7]=1. Reported procedure: A solution of N-benzyl-2-(4-(benzyloxy)-2-oxopyridin-1(2H)-yl)isonicotinamide (0.88 g, 2.14 mmol) and 20 weight % palladium on activated carbon (0.10 g) in methanol (50 mL) was stirred in atmospheric pressure of hydrogen for 2 hours. The resulting solution was filtered and concentrated in vacuo. The residue was recrystallized from methanol (10 mL) to give 4-hydroxy-2-oxo-2H-[1,2′]bipyridinyl-4′-carboxylic acid benzylamide as a colorless solid (0.34 g, 50%): mp 102-105° C. (methanol); 1H NMR (300... Starting materials: OC=1C=C(CN2C(N=C(C3=CC(=CC=C23)OCC#C)C2=CC=C(C=C2)C(C)C)=O)C=CC1 (1-(3-hydroxy-benzyl)-4-(4-isopropyl-phenyl)-6-prop-2-ynyloxy-1H-quinazolin-2-one), C([O-])([O-])=O.[K+].[K+] (potassium carbonate), BrCCOC1OCCCC1 (2-(2-bromo-ethoxy)-tetrahydropyran). Run in CC(=O)C (acetone). Product: C(C)(C)C1=CC=C(C=C1)C1=NC(N(C2=CC=C(C=C12)OCC#C)CC1=CC(=CC=C1)OCCOC1OCCCC1)=O (4-(4-isopropyl-phenyl)-6-prop-2-ynyloxy-1-{3-[2-(tetrahydro-pyran-2-yloxy)-ethoxy]-benzyl}1H-quinazolin-2-one). RXN SMILES: [OH:1][C:2]1[CH:3]=[C:4]([CH:30]=[CH:31][CH:32]=1)[CH2:5][N:6]1[C:15]2[C:10](=[CH:11][C:12]([O:16][CH2:17][C:18]#[CH:19])=[CH:13][CH:14]=2)[C:9]([C:20]2[CH:25]=[CH:24][C:23]([CH:26]([CH3:28])[CH3:27])=[CH:22][CH:21]=2)=[N:8][C:7]1=[O:29].C(=O)([O-])[O-].[K+].[K+].Br[CH2:40][CH2:41][O:42][CH:43]1[CH2:48][CH2:47][CH2:46][CH2:45][O:44]1>CC(C)=O>[CH:26]([C:23]1[CH:24]=[CH:25][C:20]([C:9]2[C:10]3[C:15](=[CH:14][CH:13]=[C:12]([O:16][CH2:17][C:18]#[CH:19])[CH:11]=3)[N:6]([CH2:5][C:4]3[CH:30]=[CH:31][CH:32]=[C:2]([O:1][CH2:40][CH2:41][O:42][CH:43]4[CH2:48][CH2:47][CH2:46][CH2:45][O:44]4)[CH:3]=3)[C:7](=[O:29])[N:8]=2)=[CH:21][CH:22]=1)([CH3:27])[CH3:28] |f:1.2.3|. Procedure: To a solution of 640 mg (1.51 mmol) of 1-(3-hydroxy-benzyl)-4-(4-isopropyl-phenyl)-6-prop-2-ynyloxy-1H-quinazolin-2-one in acetone (20 ml) is added potassium carbonate (2.08 g, 15.1 mmol) followed by 2-(2-bromo-ethoxy)-tetrahydropyran (475 μl, 3.02 mmol). The reaction mixture is heated at reflux for 2 days. After cooling to room temperature, the reaction mixture is quenched with water and extracted with EtOAc (2×20 ml). The combined organic layers are washed with brine, dried (Na2SO4), filtered ...